describe an organic reaction: reactants, conditions, products, and yield From a dataset of the Open Reaction Database (ORD), a public repository of structured organic reaction records. The reactants are C1(CC(C2=CC=CC=C12)=O)=O (indan-1,3-dione), C1=CC=CC=C1 (benzene), C(C1=CC=CC=C1)N (benzylamine), [BH4-].[Na+] (sodium borohydride). The solvent is CO (methanol), O (water). The product is C(C1=CC=CC=C1)NC1CC(C2=CC=CC=C12)O (3-Benzylamino-1-indanol). Reaction SMILES: [C:1]1(=[O:11])[C:9]2[C:4](=[CH:5][CH:6]=[CH:7][CH:8]=2)[C:3](=O)[CH2:2]1.C1C=CC=CC=1.[CH2:18]([NH2:25])[C:19]1[CH:24]=[CH:23][CH:22]=[CH:21][CH:20]=1.[BH4-].[Na+]>CO.O>[CH2:18]([NH:25][CH:3]1[C:4]2[C:9](=[CH:8][CH:7]=[CH:6][CH:5]=2)[CH:1]([OH:11])[CH2:2]1)[C:19]1[CH:24]=[CH:23][CH:22]=[CH:21][CH:20]=1 |f:3.4|. Procedure: Stir indan-1,3-dione (7.31 g.), benzene (200 ml.) and benzylamine (5.90 g.) and reflux into a water separator for 6 hours. Cool, filter, and wash the dark solid with ether. Boil the solid with methylene chloride, filter and remove the solvent by boiling and replace with ether. Filter to get 4.51 g. of dark solid. Stir 4.30 g. of this solid with methanol (150 ml.) and add sodium borohydride (12.0 g.) portionwise with stirring over 4 hours. Let the reaction stand at room temperature then evaporate... Yields the product O[C@]1([C@H](O)[C@@H](O)[C@H](O)[C@H](O1)CO)C1=CC(=C(C#N)C=C1)CC1=CC=C(C=C1)OCCOC (4-(β-D-glucopyranos-1-yl)-2-(4-methoxyethoxy-benzyl)-benzonitrile). Procedure details: 2-Bromoethyl methyl ether (85 μl) is added to a mixture of 4-(β-D-glucopyranos-1-yl)-2-(4-hydroxybenzyl)-benzonitrile (0.30 g) and cesium carbonate (0.39 g) in 3 mL of dimethylformamide. The mixture is stirred at 80° C. for 16 h, before water and brine are added. The resulting mixture is extracted with ethyl acetate, the combined extracts are dried over sodium sulphate and the solvent is removed under reduced pressure. The residue is purified by chromatography on silica gel (dichloromethane/meth... RXN SMILES: [CH3:1][O:2][CH2:3][CH2:4]Br.[OH:6][C@:7]1([C:18]2[CH:25]=[CH:24][C:21]([C:22]#[N:23])=[C:20]([CH2:26][C:27]3[CH:32]=[CH:31][C:30]([OH:33])=[CH:29][CH:28]=3)[CH:19]=2)[O:15][C@H:14]([CH2:16][OH:17])[C@@H:12]([OH:13])[C@H:10]([OH:11])[C@H:8]1[OH:9].C(=O)([O-])[O-].[Cs+].[Cs+].O>CN(C)C=O.[Cl-].[Na+].O>[OH:6][C@:7]1([C:18]2[CH:25]=[CH:24][C:21]([C:22]#[N:23])=[C:20]([CH2:26][C:27]3[CH:28]=[CH:29][C:30]([O:33][CH2:4][CH2:3][O:2][CH3:1])=[CH:31][CH:32]=3)[CH:19]=2)[O:15][C@H:14]([CH2:16][OH:17])[C@@H:12]([OH:13])[C@H:10]([OH:11])[C@H:8]1[OH:9] |f:2.3.4,7.8.9|. Run in [Cl-].[Na+].O (brine), CN(C=O)C (dimethylformamide). Starting materials: O (water), COCCBr (2-Bromoethyl methyl ether), O[C@]1([C@H](O)[C@@H](O)[C@H](O)[C@H](O1)CO)C1=CC(=C(C#N)C=C1)CC1=CC=C(C=C1)O (4-(β-D-glucopyranos-1-yl)-2-(4-hydroxybenzyl)-benzonitrile), C([O-])([O-])=O.[Cs+].[Cs+] (cesium carbonate). Starting materials: N(C(=O)C)C=1C=C2C=C(NC2=CC1)C=O (5-Acetamino-2-indolecarboxaldehyde), COC(C=P(C1=CC=CC=C1)(C1=CC=CC=C1)C1=CC=CC=C1)=O (methyl(triphenylphosphoranylidene)acetate). Solvent: C1(=CC=CC=C1)C (toluene). Conditions: time 8 hour. Product: N(C(=O)C)C=1C=C2C=C(NC2=CC1)C=CC(=O)O (5-Acetamino-2-indoleacrylic acid). Isolated yield 25.7%. RXN SMILES: [NH:1]([C:5]1[CH:6]=[C:7]2[C:11](=[CH:12][CH:13]=1)[NH:10][C:9]([CH:14]=O)=[CH:8]2)[C:2]([CH3:4])=[O:3].C[O:17][C:18](=[O:39])[CH:19]=P(C1C=CC=CC=1)(C1C=CC=CC=1)C1C=CC=CC=1>C1(C)C=CC=CC=1>[NH:1]([C:5]1[CH:6]=[C:7]2[C:11](=[CH:12][CH:13]=1)[NH:10][C:9]([CH:14]=[CH:19][C:18]([OH:39])=[O:17])=[CH:8]2)[C:2]([CH3:4])=[O:3]. Reported procedure: 16 (340 mg, 0.7 mmol) was added to a solution of methyl(triphenylphosphoranylidene)acetate (2|57 mg, 0.77 mmol) in toluene (30 mL) and the reaction mixture was heated to reflux for 3 days. The solvent was removed after cooled to room temperature. Ethyl acetate (10 mL) was added to the residue and the resulted precipitate 17 was filtered. MS (ion spray) (M+H) 259. Without further purification 17 was dissolved in DMF (3 mL) and methanol (5 mL) was added. 3N NaOH solution (2 mL) was added and the r...